From a dataset of the Open Reaction Database (ORD), a public repository of structured organic reaction records. describe an organic reaction: reactants, conditions, products, and yield Procedure: 6.9 g of 1-(p-vinylsulfonylphenyl)-3-(p-chlorophenyl)-2-pyrazoline are stirred in 5.5 g of a 33% solution of dimethylamine in ethanol and 15 ml of ethanol. The solution is heated gradually over one hour to 78° C. and stirring is continued until the starting material is dissolved and a concentrated sample is soluble in dilute acetic acid. The solution is allowed to cool to room temperature, whereupon a dense precipitate of the reaction product forms. This precipitate is collected by suction filtr... Product: CN(C)CCS(=O)(=O)C1=CC=C(C=C1)N1N=C(CC1)C1=CC=C(C=C1)Cl (1-(p-dimethylaminoethylsulfonylphenyl)-3-(p-chlorophenyl)-2-pyrazoline). As a reaction SMILES: [CH:1]([S:3]([C:6]1[CH:11]=[CH:10][C:9]([N:12]2[CH2:16][CH2:15][C:14]([C:17]3[CH:22]=[CH:21][C:20]([Cl:23])=[CH:19][CH:18]=3)=[N:13]2)=[CH:8][CH:7]=1)(=[O:5])=[O:4])=[CH2:2].[CH3:24][NH:25][CH3:26]>C(O)C.C(O)(=O)C>[CH3:24][N:25]([CH2:2][CH2:1][S:3]([C:6]1[CH:7]=[CH:8][C:9]([N:12]2[CH2:16][CH2:15][C:14]([C:17]3[CH:18]=[CH:19][C:20]([Cl:23])=[CH:21][CH:22]=3)=[N:13]2)=[CH:10][CH:11]=1)(=[O:4])=[O:5])[CH3:26]. Starting materials: C(=C)S(=O)(=O)C1=CC=C(C=C1)N1N=C(CC1)C1=CC=C(C=C1)Cl (1-(p-vinylsulfonylphenyl)-3-(p-chlorophenyl)-2-pyrazoline), solution, CNC (dimethylamine). The solvent is C(C)O (ethanol), C(C)O (ethanol), C(C)(=O)O (acetic acid). The reactants are CC(C)(C)[O-], CCOC(C)=O, Cc1ccccc1, CC(C)c1cc(C(C)C)c(-c2ccccc2P(C2CCCCC2)C2CCCCC2)c(C(C)C)c1, CC(Nc1cc(-c2cnn(C(C)C)c2)cc(Cl)n1)c1ccc(F)cc1, Nc1cnccn1, [Na+]. Yields the product CC(Nc1cc(-c2cnn(C(C)C)c2)cc(Nc2cnccn2)n1)c1ccc(F)cc1. Reaction SMILES: [CH3:67][C:68]([CH3:69])([O-:70])[CH3:71].[CH3:73][CH2:74][O:75][C:76](=[O:77])[CH3:78].[CH3:79][c:80]1[cH:81][cH:82][cH:83][cH:84][cH:85]1.[CH:33]1([P:34]([CH:35]2[CH2:36][CH2:37][CH2:38][CH2:39][CH2:40]2)[c:41]2[cH:42][cH:43][cH:44][cH:45][c:46]2-[c:47]2[c:48]([CH:49]([CH3:50])[CH3:51])[cH:52][c:53]([CH:54]([CH3:55])[CH3:56])[cH:57][c:58]2[CH:59]([CH3:60])[CH3:61])[CH2:62][CH2:63][CH2:64][CH2:65][CH2:66]1.[Cl:1][c:2]1[cH:3][c:4](-[c:18]2[cH:19][n:20][n:21]([CH:23]([CH3:24])[CH3:25])[cH:22]2)[cH:5][c:6]([NH:8][CH:9]([CH3:10])[c:11]2[cH:12][cH:13][c:14]([F:17])[cH:15][cH:16]2)[n:7]1.[NH2:26][c:27]1[n:28][cH:29][cH:30][n:31][cH:32]1.[Na+:72]>>[c:2]1([NH:26][c:27]2[n:28][cH:29][cH:30][n:31][cH:32]2)[cH:3][c:4](-[c:18]2[cH:19][n:20][n:21]([CH:23]([CH3:24])[CH3:25])[cH:22]2)[cH:5][c:6]([NH:8][CH:9]([CH3:10])[c:11]2[cH:12][cH:13][c:14]([F:17])[cH:15][cH:16]2)[n:7]1. Starting materials: CS(C)=O, CO, ClCCl, Nc1ncc(-c2nc(N3CCOCC3)c3nc(Cl)n(CC4CC4)c3n2)cn1, CS(=O)(=O)N1CCNCC1. Yields the product CS(=O)(=O)N1CCN(c2nc3c(N4CCOCC4)nc(-c4cnc(N)nc4)nc3n2CC2CC2)CC1. RXN SMILES: [CH3:1][S:2](=[O:3])[CH3:4].[CH3:42][OH:43].[Cl:44][CH2:45][Cl:46].[Cl:5][c:6]1[n:7]([CH2:28][CH:29]2[CH2:30][CH2:31]2)[c:8]2[n:9][c:10](-[c:21]3[cH:22][n:23][c:24]([NH2:27])[n:25][cH:26]3)[n:11][c:12]([N:15]3[CH2:16][CH2:17][O:18][CH2:19][CH2:20]3)[c:13]2[n:14]1.[S:32](=[O:33])(=[O:34])([CH3:35])[N:36]1[CH2:37][CH2:38][NH:39][CH2:40][CH2:41]1>>[c:6]1([N:39]2[CH2:38][CH2:37][N:36]([S:32](=[O:33])(=[O:34])[CH3:35])[CH2:41][CH2:40]2)[n:7]([CH2:28][CH:29]2[CH2:30][CH2:31]2)[c:8]2[n:9][c:10](-[c:21]3[cH:22][n:23][c:24]([NH2:27])[n:25][cH:26]3)[n:11][c:12]([N:15]3[CH2:16][CH2:17][O:18][CH2:19][CH2:20]3)[c:13]2[n:14]1. Reactants: CS(=O)(=O)OCC1(CCC1)COCC1=CC=CC=C1 ({1-[(benzyloxy)methyl]cyclobutyl}methyl methanesulfonate), [C-]#N.[K+] (potassium cyanide). Solvent: CN(C=O)C (N,N-dimethylformamide), O (water), CCOCC (ether), O (water). Reaction conditions: temperature 130 celsius. Product: C(C1=CC=CC=C1)OCC1(CCC1)CC#N ({1-[(benzyloxy)methyl]cyclobutyl}acetonitrile). Isolated yield 63.0%. As a reaction SMILES: CS(O[CH2:6][C:7]1([CH2:11][O:12][CH2:13][C:14]2[CH:19]=[CH:18][CH:17]=[CH:16][CH:15]=2)[CH2:10][CH2:9][CH2:8]1)(=O)=O.[C-:20]#[N:21].[K+]>CN(C)C=O.O.CCOCC>[CH2:13]([O:12][CH2:11][C:7]1([CH2:6][C:20]#[N:21])[CH2:10][CH2:9][CH2:8]1)[C:14]1[CH:19]=[CH:18][CH:17]=[CH:16][CH:15]=1 |f:1.2|. Procedure details: To a solution of 16.75 g (59.0 mmol) of {1-[(benzyloxy)methyl]cyclobutyl}methyl methanesulfonate in 150 mL of N,N-dimethylformamide and 15 mL of water was added 4.97 g (88.5 mmol) of potassium cyanide and the contents heated at 130° C. for 5 h. The reaction mixture was cooled, diluted with ether and water, and the layers separated. The organic phase was dried using magnesium sulfate and concentrated under vacuum to afford the crude product, which was purified by silica gel chromatography using e... The reactants are Cc1noc(C)c1-c1ccc2c(O)c([N+](=O)[O-])cnc2c1, O=P(Cl)(Cl)Cl. The product is Cc1noc(C)c1-c1ccc2c(Cl)c([N+](=O)[O-])cnc2c1. As a reaction SMILES: [CH3:1][c:2]1[n:3][o:4][c:5]([CH3:21])[c:6]1-[c:7]1[cH:8][cH:9][c:10]2[c:11]([OH:20])[c:12]([N+:17](=[O:18])[O-:19])[cH:13][n:14][c:15]2[cH:16]1.[P:22]([Cl:23])([Cl:24])([Cl:25])=[O:26]>>[CH3:1][c:2]1[n:3][o:4][c:5]([CH3:21])[c:6]1-[c:7]1[cH:8][cH:9][c:10]2[c:11]([Cl:24])[c:12]([N+:17](=[O:18])[O-:19])[cH:13][n:14][c:15]2[cH:16]1. Yields the product O=C1CCC(O1)C(=O)Cl (5-oxotetrahydrofuran-2-carbonyl chloride). RXN SMILES: [O:1]=[C:2]1[O:6][CH:5]([C:7]([OH:9])=O)[CH2:4][CH2:3]1.S(Cl)([Cl:12])=O>>[O:1]=[C:2]1[O:6][CH:5]([C:7]([Cl:12])=[O:9])[CH2:4][CH2:3]1. Procedure details: A mixture of 4.9 g of 5-oxotetrahydrofuran-2-carboxylic acid and 5.5 ml of thionyl chloride was subjected to reflux for 2 hours. Thionyl chloride was then distilled off under reduced pressure to leave 5-oxotetrahydrofuran-2-carbonyl chloride. This product was mixed with 5.0 g of 2-aminobenzophenone, 200 ml of ethyl acetate and 200 ml of a saturated aqueous solution of sodium hydrogencarbonate, which was stirred for one hour at room temperature. The ethyl acetate layer was washed with water and d... Reactants: O=C1CCC(O1)C(=O)O (5-oxotetrahydrofuran-2-carboxylic acid), S(=O)(Cl)Cl (thionyl chloride). Reactants: CC(C)(C)OC(=O)N1CCC(CNS(=O)(=O)c2ccc(F)c(Cl)c2)(c2ccc(I)cc2)CC1, ClCCl, O=C(O)C(F)(F)F. The product is O=S(=O)(NCC1(c2ccc(I)cc2)CCNCC1)c1ccc(F)c(Cl)c1. RXN SMILES: [C:1]([O:2][C:3](=[O:4])[N:8]1[CH2:9][CH2:10][C:11]([c:14]2[cH:15][cH:16][c:17]([I:20])[cH:18][cH:19]2)([CH2:21][NH:22][S:23](=[O:24])(=[O:25])[c:26]2[cH:27][c:28]([Cl:33])[c:29]([F:32])[cH:30][cH:31]2)[CH2:12][CH2:13]1)([CH3:5])([CH3:6])[CH3:7].[Cl:41][CH2:42][Cl:43].[F:34][C:35]([F:36])([F:37])[C:38]([OH:39])=[O:40]>>[NH:8]1[CH2:9][CH2:10][C:11]([c:14]2[cH:15][cH:16][c:17]([I:20])[cH:18][cH:19]2)([CH2:21][NH:22][S:23](=[O:24])(=[O:25])[c:26]2[cH:27][c:28]([Cl:33])[c:29]([F:32])[cH:30][cH:31]2)[CH2:12][CH2:13]1. Reaction conditions: temperature 25 celsius, time 16 hour. RXN SMILES: C([O-])(=O)C.[Na+].[CH:6]1([CH:9]=O)[CH2:8][CH2:7]1.C([BH3-])#N.[Na+].Cl.[CH2:16]([O:18][C:19]([C@@H:21]1[CH2:25][CH2:24][CH2:23][C@@H:22]1[NH2:26])=[O:20])[CH3:17].Cl>CO>[CH2:16]([O:18][C:19]([C@@H:21]1[CH2:25][CH2:24][CH2:23][C@@H:22]1[NH:26][CH2:9][CH:6]1[CH2:7][CH2:8]1)=[O:20])[CH3:17] |f:0.1,3.4,5.6|. Reported procedure: Sodium acetate (0.423 g, 5.16 mmol), powdered 4 Å molecular sieves (0.60 g), cyclopropanecarboxaldehyde (0.193 mL, 2.58 mmol) and sodium cyanoborohydride (0.324 mg, 5.16 mmol) were added sequentially to a solution of (1R,2S)-2-amino-cyclopentanecarboxylic acid ethyl ester hydrochloride (prepared as described in Example 28b, 0.500 g, 2.58 mmol) in methanol (15 mL) at 25° C. The reaction mixture was stirred at 25° C. for 16 h, then was acidified to pH=2 by the addition of 1.0 M aqueous hydrochlori... Reactants: Cl.C(C)OC(=O)[C@H]1[C@H](CCC1)N ((1R,2S)-2-amino-cyclopentanecarboxylic acid ethyl ester hydrochloride), C(C)(=O)[O-].[Na+] (Sodium acetate), Cl (hydrochloric acid), C1(CC1)C=O (cyclopropanecarboxaldehyde), C(#N)[BH3-].[Na+] (sodium cyanoborohydride). The product is C(C)OC(=O)[C@H]1[C@H](CCC1)NCC1CC1 ((1R,2S)-2-(cyclopropylmethyl-amino)-cyclopentanecarboxylic acid ethyl ester). The yield is 18.5%. Solvent: CO (methanol).